Dataset: the Open Reaction Database (ORD), a public repository of structured organic reaction records. Task: describe an organic reaction: reactants, conditions, products, and yield The reactants are N1=CC(=NC2=CC=CC=C12)C, [Zn].O=S(O)C(F)F. The reagents and catalysts are O=C(O)C(F)(F)F, OOC(C)(C)C. Solvent: O, ClCCl. Conditions: temperature 25 celsius, time 18 hour. Yields the product FC(F)C1=NC=2C=CC=CC2N=C1C. Yield: 50.0%. Starting materials: C(CCCCCC)C(=CC(=O)C1=CN(C2=CC=CC=C12)CCCC(=O)OCC1=CC=C(C=C1)OC)CCCCCCC (4-methoxybenzyl 4-[3-(3-heptyl-2-decenoyl)-1-indolyl]butyrate), C/C(/C(=O)C1=CN(C2=CC=CC=C12)CCCC(=O)OCC1=CC=C(C=C1)OC)=C\CCCCCC ((E)-4-methoxybenzyl 4-[3-(2-methyl-2-nonenoyl)-1-indolyl]butyrate). As a reaction SMILES: [CH2:1]([C:8]([CH2:36][CH2:37][CH2:38][CH2:39][CH2:40][CH2:41][CH3:42])=[CH:9][C:10]([C:12]1[C:20]2[C:15](=[CH:16][CH:17]=[CH:18][CH:19]=2)[N:14]([CH2:21][CH2:22][CH2:23][C:24]([O:26]CC2C=CC(OC)=CC=2)=[O:25])[CH:13]=1)=[O:11])[CH2:2][CH2:3][CH2:4][CH2:5][CH2:6][CH3:7].C/C(=C\CCCCCC)/C(C1C2C(=CC=CC=2)N(CCCC(OCC2C=CC(OC)=CC=2)=O)C=1)=O>>[CH2:36]([CH:8]([CH2:1][CH2:2][CH2:3][CH2:4][CH2:5][CH2:6][CH3:7])[CH2:9][C:10]([C:12]1[C:20]2[C:15](=[CH:16][CH:17]=[CH:18][CH:19]=2)[N:14]([CH2:21][CH2:22][CH2:23][C:24]([OH:26])=[O:25])[CH:13]=1)=[O:11])[CH2:37][CH2:38][CH2:39][CH2:40][CH2:41][CH3:42]. The product is C(CCCCCC)C(CC(=O)C1=CN(C2=CC=CC=C12)CCCC(=O)O)CCCCCCC (4-[3-(3-heptyldecanoyl)-1-indolyl]butyric acid). Procedure details: The procedure of Ex. 52 was repeated except that 4-methoxybenzyl 4-[3-(3-heptyl-2-decenoyl)-1-indolyl]butyrate obtained in Ex. 53 was used in place of (E)-4-methoxybenzyl 4-[3-(2-methyl-2-nonenoyl)-1-indolyl]butyrate to give 4-[3-(3-heptyldecanoyl)-1-indolyl]butyric acid as an oil. The reactants are C(C)(C)[N-]C(C)C.[Li+] (lithium diisopropylamide), O1CCCC1 (tetrahydrofuran), C(C)N(C(=O)OC1=C(C(=CC=C1)OC)C)CC (2-(N,N-diethylcarbamoyloxy)-6-methoxytoluene), C1(=CC=CC=C1)C (toluene). Run in O (water). Reaction conditions: time 16 minute. The product is C(C)N(C(CC1=C(C=CC=C1OC)O)=O)CC (N,N-diethyl-(2-hydroxy-6-methoxyphenyl)acetamide). Reaction SMILES: [CH:1]([N-:4][CH:5]([CH3:7])C)([CH3:3])C.[Li+].[O:9]1CCC[CH2:10]1.C(N(CC)C([O:19][C:20]1[CH:25]=[CH:24][CH:23]=[C:22]([O:26][CH3:27])[C:21]=1[CH3:28])=O)C.C1(C)C=CC=CC=1>O>[CH2:5]([N:4]([CH2:1][CH3:3])[C:10](=[O:9])[CH2:28][C:21]1[C:22]([O:26][CH3:27])=[CH:23][CH:24]=[CH:25][C:20]=1[OH:19])[CH3:7] |f:0.1|. Reported procedure: 5.0 mL of lithium diisopropylamide (2M/tetrahydrofuran-ethylbenzene, 10 mmol) was stirred and cooled on dry ice-ethanol bath and 8.0 mL tetrahydrofuran solution containing 0.95 g (4.0 mmol) of 2-(N,N-diethylcarbamoyloxy)-6-methoxytoluene was added dropwise thereto over 16 minutes. After one minute, warming was started under room temperature and after the mixture was stirred for 47 minutes, it was allowed to stand overnight. 10 mL of toluene and 10 mL of water were added thereto and after the mix... Reactants: C1(CC1)N1C=C(C(C2=C(C(=C(C(=C12)F)F)F)C)=O)C(=O)OCC (ethyl 1-cyclopropyl-6,7,8-trifluoro-1,4-dihydro-5-methyl-4-oxo-3-quinolinecarboxylate). Run in Cl (hydrochloric acid). The product is C1(CC1)N1C=C(C(C2=C(C(=C(C(=C12)F)F)F)C)=O)C(=O)O (1-Cyclopropyl-6,7,8-trifluoro-1,4-dihydro-5-methyl-4-oxo-3-quinolinecarboxylic acid). The yield is 93.1%. RXN SMILES: [CH:1]1([N:4]2[C:13]3[C:8](=[C:9]([CH3:17])[C:10]([F:16])=[C:11]([F:15])[C:12]=3[F:14])[C:7](=[O:18])[C:6]([C:19]([O:21]CC)=[O:20])=[CH:5]2)[CH2:3][CH2:2]1>Cl>[CH:1]1([N:4]2[C:13]3[C:8](=[C:9]([CH3:17])[C:10]([F:16])=[C:11]([F:15])[C:12]=3[F:14])[C:7](=[O:18])[C:6]([C:19]([OH:21])=[O:20])=[CH:5]2)[CH2:2][CH2:3]1. Reported procedure: A mixture of 4.6 g (14.1 mmol) of ethyl 1-cyclopropyl-6,7,8-trifluoro-1,4-dihydro-5-methyl-4-oxo-3-quinolinecarboxylate in 100 ml of 6M hydrochloric acid was refluxed for four hours. The solution was cooled to room temperature and the solids were filtered, washed with water, and dried to give 3.9 g of the title compound, mp 234°-235° C. Run in O1CCCC1 (tetrahydrofuran), C(C)(=O)OCC (ethyl acetate). The product is ClC1=C(C(=O)N[C@@H](CNC(=O)C=2SC=CC2)C(=O)OC)C(=CC(=C1)C(=O)NCC1=CC(=CC=C1)O)C (N-[2-chloro-4-[[[(3-hydroxyphenyl)methyl]amino]carbonyl]-6-methylbenzoyl]-3-[(thiophene-2-carbonyl)amino]-L-alanine, methyl ester). Isolated yield 64.5%. The reactants are [F-].C(CCC)[N+](CCCC)(CCCC)CCCC (Tetra-n-butylammonium fluoride), ClC1=C(C(=O)N[C@@H](CNC(=O)C=2SC=CC2)C(=O)O)C(=CC(=C1)C(=O)NCC1=CC(=CC=C1)O[Si](C)(C)C(C)(C)C)C (N-[2-chloro-4-[[[[3-[[(1,1-dimethylethyl)dimethylsilyl]oxy]phenyl]methyl]amino]carbonyl]-6-methylbenzoyl]-3-[(thiophene-2-carbonyl)amino]-L-alanine). Reaction conditions: time 20 minute. Reaction SMILES: [F-].[CH2:2]([N+](CCCC)(CCCC)CCCC)CCC.[Cl:19][C:20]1[CH:41]=[C:40]([C:42]([NH:44][CH2:45][C:46]2[CH:51]=[CH:50][CH:49]=[C:48]([O:52][Si](C(C)(C)C)(C)C)[CH:47]=2)=[O:43])[CH:39]=[C:38]([CH3:60])[C:21]=1[C:22]([NH:24][C@H:25]([C:35]([OH:37])=[O:36])[CH2:26][NH:27][C:28]([C:30]1[S:31][CH:32]=[CH:33][CH:34]=1)=[O:29])=[O:23]>O1CCCC1.C(OCC)(=O)C>[Cl:19][C:20]1[CH:41]=[C:40]([C:42]([NH:44][CH2:45][C:46]2[CH:51]=[CH:50][CH:49]=[C:48]([OH:52])[CH:47]=2)=[O:43])[CH:39]=[C:38]([CH3:60])[C:21]=1[C:22]([NH:24][C@H:25]([C:35]([O:37][CH3:2])=[O:36])[CH2:26][NH:27][C:28]([C:30]1[S:31][CH:32]=[CH:33][CH:34]=1)=[O:29])=[O:23] |f:0.1|. Procedure: Tetra-n-butylammonium fluoride (1 M in tetrahydrofuran; 3.4 mL, 3.4 mmol) was added to a solution of N-[2-chloro-4-[[[[3-[[(1,1-dimethylethyl)dimethylsilyl]oxy]phenyl]methyl]amino]carbonyl]-6-methylbenzoyl]-3-[(thiophene-2-carbonyl)amino]-L-alanine (2.0 g, 3.1 mmol) in tetrahydrofuran (10 mL). The solution was stirred at room temperature for 20 min, then diluted with ethyl acetate and washed with water and then brine. The solution was dried (MgSO4), filtered, evaporated, concentrated, evaporated... The reactants are ClC1=C(C=CC=C1)C1=CC=2N(C=3C=CC(=CC3C2C2=C1C(NC2=O)=O)OC)CCC(=O)NCCN2CCOCC2 (3-(4-(2-Chlorophenyl)-9-methoxy-1,3-dioxo-2,3-dihydropyrrolo[3,4-c]carbazol-6 (1H)-yl)-N-[2-(4-morpholinyl)ethyl]propanamide), B(Br)(Br)Br (BBr3). Run at time 16 hour. Yields the product ClC1=C(C=CC=C1)C1=CC=2N(C=3C=CC(=CC3C2C2=C1C(NC2=O)=O)O)CCC(=O)NCCN2CCOCC2 (3-(4-(2-Chlorophenyl)-9-hydroxy-1,3-dioxo-2,3-dihydropyrrolo[3,4-c]carbazol-6 (1H)-yl)-N-[2-(4-morpholinyl)ethyl]propanamide). The yield is 64.0%. As a reaction SMILES: [Cl:1][C:2]1[CH:7]=[CH:6][CH:5]=[CH:4][C:3]=1[C:8]1[C:20]2[C:21](=[O:25])[NH:22][C:23](=[O:24])[C:19]=2[C:18]2[C:17]3[CH:16]=[C:15]([O:26]C)[CH:14]=[CH:13][C:12]=3[N:11]([CH2:28][CH2:29][C:30]([NH:32][CH2:33][CH2:34][N:35]3[CH2:40][CH2:39][O:38][CH2:37][CH2:36]3)=[O:31])[C:10]=2[CH:9]=1.B(Br)(Br)Br>>[Cl:1][C:2]1[CH:7]=[CH:6][CH:5]=[CH:4][C:3]=1[C:8]1[C:20]2[C:21](=[O:25])[NH:22][C:23](=[O:24])[C:19]=2[C:18]2[C:17]3[CH:16]=[C:15]([OH:26])[CH:14]=[CH:13][C:12]=3[N:11]([CH2:28][CH2:29][C:30]([NH:32][CH2:33][CH2:34][N:35]3[CH2:36][CH2:37][O:38][CH2:39][CH2:40]3)=[O:31])[C:10]=2[CH:9]=1. Procedure: Demethylation of (120) prepared as described in example 233 with BBr3 using the procedure described in example 80 except that the reaction time was 16 h gave (121) as a yellow powder (64%), mp 143–148° C. (dec). 1H NMR δ [(CD3)2SO] 11.05 (s, 1H), 9.35 (s, 1H), 8.36 (d, J=2.4 Hz, 1H), 7.74 (t, J=5.6 Hz, 1H), 7.71 (s, 1H), 7.60–7.55 (m, 2H), 7.52–7.43 (m, 3H), 7.13 (dd, J=8.8, 2.4 Hz, 1H), 4.67 (t, J=6.3 Hz, 2H), 3.40 (t, J=4.7 Hz, 4H), 2.98 (m, 2H), 2.57 (t, J=6.3 Hz, 2H), 2.12 (t, J=4.7 Hz, 4H),... Reactants: COc1ccc(-c2nc(Sc3ccc(Br)cc3)[nH]c2-c2ccc(OC)cc2)cc1, ClCCl, O=C(OO)c1cccc(Cl)c1. Product: COc1ccc(-c2nc(S(=O)c3ccc(Br)cc3)[nH]c2-c2ccc(OC)cc2)cc1. As a reaction SMILES: [CH3:12][O:13][c:14]1[cH:15][cH:16][c:17](-[c:20]2[n:21][c:22]([S:33][c:34]3[cH:35][cH:36][c:37]([Br:40])[cH:38][cH:39]3)[nH:23][c:24]2-[c:25]2[cH:26][cH:27][c:28]([O:31][CH3:32])[cH:29][cH:30]2)[cH:18][cH:19]1.[Cl:41][CH2:42][Cl:43].[OH:1][O:2][C:3]([c:4]1[cH:5][c:6]([Cl:7])[cH:8][cH:9][cH:10]1)=[O:11]>>[O:1]=[S:33]([c:22]1[n:21][c:20](-[c:17]2[cH:16][cH:15][c:14]([O:13][CH3:12])[cH:19][cH:18]2)[c:24](-[c:25]2[cH:26][cH:27][c:28]([O:31][CH3:32])[cH:29][cH:30]2)[nH:23]1)[c:34]1[cH:35][cH:36][c:37]([Br:40])[cH:38][cH:39]1. The reactants are OC1=C(C=O)C=C(C=C1)OC (2-hydroxy-5-methoxybenzaldehyde), C([O-])([O-])=O.[K+].[K+] (potassium carbonate), C(CCCCCCCCCC)Br (undecyl bromide). Run in CN(C=O)C (dimethylformamide). Run at temperature 100 celsius, time 1 hour. Yields the product C(CCCCCCCCCC)OC1=C(C=O)C=C(C=C1)OC (2-Undecyloxy-5-methoxybenzaldehyde). Isolated yield 80.5%. Reaction SMILES: [OH:1][C:2]1[CH:9]=[CH:8][C:7]([O:10][CH3:11])=[CH:6][C:3]=1[CH:4]=[O:5].C(=O)([O-])[O-].[K+].[K+].[CH2:18](Br)[CH2:19][CH2:20][CH2:21][CH2:22][CH2:23][CH2:24][CH2:25][CH2:26][CH2:27][CH3:28]>CN(C)C=O>[CH2:28]([O:1][C:2]1[CH:9]=[CH:8][C:7]([O:10][CH3:11])=[CH:6][C:3]=1[CH:4]=[O:5])[CH2:27][CH2:26][CH2:25][CH2:24][CH2:23][CH2:22][CH2:21][CH2:20][CH2:19][CH3:18] |f:1.2.3|. Procedure details: To a solution of 2-hydroxy-5-methoxybenzaldehyde (10 g, 65.7 mmoles) in 100 ml of sieve-dried dimethylformamide was added freshly-pulverized potassium carbonate (10 g, 72.3 mmoles) and undecyl bromide (15 ml, 67.3 mmoles). The reaction mixture was stirred at 100° C. for 1 hour, cooled to room temperature and then poured into ice-cold water/hexane. The layers were separated and the organic extract was washed with ice-cold 5% sodium hydroxide solution, water and saturated sodium chloride solution.... Starting materials: FC1=C(\C=N\NC(=O)N)C=CC(=C1)C=1C=NN2C1N=C(C=C2)N2C(OC[C@@H]2C2=NC=C(C=C2)F)=O ((S,E)-2-(2-fluoro-4-(5-(4-(5-fluoropyridin-2-yl)-2-oxooxazolidin-3-yl)pyrazolo[1,5-a]pyrimidin-3-yl)benzylidene)hydrazinecarboxamide), C(C)(=O)[O-].[Na+] (sodium acetate), BrBr (Br2). Run in C(C)(=O)O (acetic acid), C(C)(=O)O (acetic acid). Conditions: time 1 hour. Product: NC1=NN=C(O1)C1=C(C=C(C=C1)C=1C=NN2C1N=C(C=C2)N2C(OC[C@@H]2C2=NC=C(C=C2)F)=O)F ((S)-3-(3-(4-(5-amino-1,3,4-oxadiazol-2-yl)-3-fluorophenyl)pyrazolo[1,5-a]pyrimidin-5-yl)-4-(5-fluoropyridin-2-yl)oxazolidin-2-one). The yield is 30.7%. Reaction SMILES: [F:1][C:2]1[CH:13]=[C:12]([C:14]2[CH:15]=[N:16][N:17]3[CH:22]=[CH:21][C:20]([N:23]4[C@@H:27]([C:28]5[CH:33]=[CH:32][C:31]([F:34])=[CH:30][N:29]=5)[CH2:26][O:25][C:24]4=[O:35])=[N:19][C:18]=23)[CH:11]=[CH:10][C:3]=1/[CH:4]=[N:5]/[NH:6][C:7]([NH2:9])=[O:8].C([O-])(=O)C.[Na+].BrBr>C(O)(=O)C>[NH2:9][C:7]1[O:8][C:4]([C:3]2[CH:10]=[CH:11][C:12]([C:14]3[CH:15]=[N:16][N:17]4[CH:22]=[CH:21][C:20]([N:23]5[C@@H:27]([C:28]6[CH:33]=[CH:32][C:31]([F:34])=[CH:30][N:29]=6)[CH2:26][O:25][C:24]5=[O:35])=[N:19][C:18]=34)=[CH:13][C:2]=2[F:1])=[N:5][N:6]=1 |f:1.2|. Procedure details: To a solution of (S,E)-2-(2-fluoro-4-(5-(4-(5-fluoropyridin-2-yl)-2-oxooxazolidin-3-yl)pyrazolo[1,5-a]pyrimidin-3-yl)benzylidene)hydrazinecarboxamide (26 mg, 0.054 mmol) in acetic acid (0.6 mL) was added sodium acetate (44 mg, 0.54 mmol). After complete dissolution of the salt, a dilute solution of Br2 (2.7 μL, 0.054 mmol) in acetic acid was slowly added dropwise in portions. The reaction mixture was stirred at ambient temperature for 1 hour. The reaction mixture was applied directly on a prepar...